From a dataset of the Open Reaction Database (ORD), a public repository of structured organic reaction records. describe an organic reaction: reactants, conditions, products, and yield Starting materials: CC(=O)C.OS(=O)(=O)O.O=[Cr](=O)=O (Jones' reagent), C(C)(C)(C)OC(=O)N1[C@H](CO)[C@@H](CC1)O[Si](C)(C)C(C)(C)C ((3R)-1-t-butoxycarbonyl-3-t-butyldimethylsilyloxy-L-prolinol). Run in O (water), CC(=O)C (acetone). Run at temperature 0 celsius, time 2 hour. Product: C(C)(C)(C)OC(=O)N1[C@H](C(=O)O)[C@@H](CC1)O[Si](C)(C)C(C)(C)C ((3R)-1-t-Butoxycarbonyl-3-t-butyldimethylsilyloxy-L-proline). RXN SMILES: CC(C)=[O:3].OS(O)(=O)=O.O=[Cr](=O)=O.[C:14]([O:18][C:19]([N:21]1[CH2:27][CH2:26][C@@H:25]([O:28][Si:29]([C:32]([CH3:35])([CH3:34])[CH3:33])([CH3:31])[CH3:30])[C@H:22]1[CH2:23][OH:24])=[O:20])([CH3:17])([CH3:16])[CH3:15]>CC(C)=O.O>[C:14]([O:18][C:19]([N:21]1[CH2:27][CH2:26][C@@H:25]([O:28][Si:29]([C:32]([CH3:35])([CH3:34])[CH3:33])([CH3:30])[CH3:31])[C@H:22]1[C:23]([OH:3])=[O:24])=[O:20])([CH3:17])([CH3:16])[CH3:15] |f:0.1.2|. Reported procedure: 0.7 ml of Jones' reagent (chromium trioxide/4N aqueous sulfuric acid: Bowden, Heibron, Jones & Weedon, J. Chem. Soc., 1946, 39) was added, whilst ice-cooling, to a solution of 245 mg (0.74 mmol) of (3R)-1-t-butoxycarbonyl-3-t-butyldimethylsilyloxy-L-prolinol [prepared as described in step (a) above] in 10 ml of acetone, and the mixture was stirred at 0° C. for 2 hours. At the end of this time, the reaction mixture was diluted with water and extracted with diethyl ether. The extract was washed wi... Reactants: product, NC1=NC(=CC=C1)N (2,6-diaminopyridine). Run in N1=CC=CC=C1 (pyridine). Run at time 18 hour. The product is N1=CC=CC2=CC=CC=C12.N1=CC=CC=C1 (Quinoline pyridine). As a reaction SMILES: N[C:2]1[CH:7]=[CH:6][CH:5]=[C:4](N)[N:3]=1>N1C=CC=CC=1>[N:3]1[C:4]2[C:5](=[CH:4][CH:5]=[CH:6][CH:7]=2)[CH:6]=[CH:7][CH:2]=1.[N:3]1[CH:4]=[CH:5][CH:6]=[CH:7][CH:2]=1 |f:2.3|. Reported procedure: The product of Example 2 was redissolved in five milliliters of anhydrous pyridine, To this was added 74 millgrams of 2,6-diaminopyridine and the mixture was stirred at amient temperature for 18 hours. The reaction mixture was then stirred at 100° C. for two hours and allowd to cool to room temperature. The solvent was removed in a rotary evaporator and the produce was washed with methanol. 420 milligrams of the copolymer was obtained. Product: O=C(OCc1ccccc1)N1CCC(CNC2CC2)CC1. Starting materials: [BH3-]C#N, O=CC1CCN(C(=O)OCc2ccccc2)CC1, CO, CC(=O)O, NC1CC1, [Na+]. As a reaction SMILES: [C:27]([BH3-:28])#[N:29].[CH2:9]([c:10]1[cH:11][cH:12][cH:13][cH:14][cH:15]1)[O:16][C:17](=[O:18])[N:19]1[CH2:20][CH2:21][CH:22]([CH:25]=[O:26])[CH2:23][CH2:24]1.[CH3:31][OH:32].[CH3:5][C:6](=[O:7])[OH:8].[CH:1]1([NH2:4])[CH2:2][CH2:3]1.[Na+:30]>>[CH:1]1([NH:4][CH2:25][CH:22]2[CH2:21][CH2:20][N:19]([C:17]([O:16][CH2:9][c:10]3[cH:11][cH:12][cH:13][cH:14][cH:15]3)=[O:18])[CH2:24][CH2:23]2)[CH2:2][CH2:3]1. The reactants are O=C([O-])O, CC1COCCN1c1cc(C(C)(C)S(=O)(=O)c2ccccn2)nc(-c2ccc(N)cc2)n1, O=C(Cl)Oc1ccccc1, [Na+], C1COCCO1. Yields the product CC1COCCN1c1cc(C(C)(C)S(=O)(=O)c2ccccn2)nc(-c2ccc(NC(=O)Oc3ccccc3)cc2)n1. RXN SMILES: [C:43](=[O:44])([O-:45])[OH:46].[CH3:11][CH:12]1[CH2:13][O:14][CH2:15][CH2:16][N:17]1[c:18]1[n:19][c:20](-[c:36]2[cH:37][cH:38][c:39]([NH2:40])[cH:41][cH:42]2)[n:21][c:22]([C:24]([CH3:25])([CH3:26])[S:27](=[O:28])(=[O:29])[c:30]2[n:31][cH:32][cH:33][cH:34][cH:35]2)[cH:23]1.[Cl:1][C:2](=[O:3])[O:4][c:5]1[cH:6][cH:7][cH:8][cH:9][cH:10]1.[Na+:47].[O:48]1[CH2:49][CH2:50][O:51][CH2:52][CH2:53]1>>[C:2](=[O:3])([O:4][c:5]1[cH:6][cH:7][cH:8][cH:9][cH:10]1)[NH:40][c:39]1[cH:38][cH:37][c:36](-[c:20]2[n:19][c:18]([N:17]3[CH:12]([CH3:11])[CH2:13][O:14][CH2:15][CH2:16]3)[cH:23][c:22]([C:24]([CH3:25])([CH3:26])[S:27](=[O:28])(=[O:29])[c:30]3[n:31][cH:32][cH:33][cH:34][cH:35]3)[n:21]2)[cH:42][cH:41]1.